Task: describe an organic reaction: reactants, conditions, products, and yield. Dataset: the Open Reaction Database (ORD), a public repository of structured organic reaction records Starting materials: C(CCCCCCC\C=C/CCCCCCCC)(=O)[O-].[Na+] (sodium oleate), CC1([C@@H](N2[C@H](S1)[C@@H](C2=O)NC(=O)[C@@H](C=3C=CC=CC3)N)C(=O)O)C (ampicillin), C[C@H]1[C@@]([C@H]([C@@H](O1)O[C@@H]2[C@H]([C@@H]([C@H]([C@@H]([C@H]2O)O)NC(=N)N)O)NC(=N)N)O[C@H]3[C@H]([C@@H]([C@H]([C@@H](O3)CO)O)O)NC)(C=O)O (streptomycin), CC1([C@@H](N2[C@H](S1)[C@@H](C2=O)NC(=O)[C@@H](C=3C=CC=CC3)N)C(=O)O)C (ampicillin), C[C@H]1[C@@]([C@H]([C@@H](O1)O[C@@H]2[C@H]([C@@H]([C@H]([C@@H]([C@H]2O)O)NC(=N)N)O)NC(=N)N)O[C@H]3[C@H]([C@@H]([C@H]([C@@H](O3)CO)O)O)NC)(C=O)O (streptomycin), CCCCO.CC(CO)O.C(CO)O (U-2000), C(CCCCCCC\C=C/CCCCCCCC)(=O)[O-].[Na+] (sodium oleate), polyoxyethylene sorbitan monooleic acid ester. Solvent: OCC(O)CO (glycerol). Reaction conditions: time 24 hour. Yields the product N[C@@H](CCCCN)C(=O)O (L-Lysine). Reaction SMILES: CC1(C)S[C@@H]2[C@H](NC([C@H](N)C3C=CC=CC=3)=O)C(=O)[N:4]2[C@H]1C(O)=O.C[C@@H]1O[C@@H](O[C@H]2[C@H](O)[C@@H](O)[C@H](NC(N)=N)[C@@H](O)[C@@H]2NC(N)=N)[C@H]([O:49][C@@H:50]2[O:55][C@@H:54]([CH2:56]O)[C@H:53](O)[C@@H:52](O)[C@@H:51]2[NH:60]C)[C@@]1(O)C=O.CCCCO.CC(O)CO.C(O)CO.C([O-])(=O)CCCCCCC/C=C\CCCCCCCC.[Na+]>OCC(CO)O>[NH2:60][C@H:51]([C:50]([OH:55])=[O:49])[CH2:52][CH2:53][CH2:54][CH2:56][NH2:4] |f:2.3.4,5.6|. Procedure details: A glycerol stock of the strain in which fadIJ operon was amplified, the strain being obtained in of Example 9, was thawed. 100 μL of each was evenly spread on an LB agar medium plate containing 50 mg/L ampicillin and 25 mg/L streptomycin and incubated at 37° C. for 24 hours. About ¼ volume of bacterial cells on the plate was suspended in 1.0 mL of saline and turbidity thereof at a wavelength of 600 nm was measured by Spectrophotometer U-2000 (Hitachi). The obtained suspension containing the bact...